Task: describe an organic reaction: reactants, conditions, products, and yield. Dataset: the Open Reaction Database (ORD), a public repository of structured organic reaction records Starting materials: O[C@H]1C[C@H]2[C@H](C[C@H]3[C@@H]4CC[C@H]([C@@H](CCC(C(C)C)O)C)[C@]4(CC[C@@H]3[C@]2(CC1)C)C)O (3α,6α,24-trihydroxy-5β-cholestan), P(=O)(Cl)(Cl)Cl (phosphorus oxychloride), ice water. Run in N1=CC=CC=C1 (pyridine). Product: ClC1CC2=CC[C@H]3[C@@H]4CC[C@H]([C@@H](CCC=C(C)C)C)[C@]4(CC[C@@H]3[C@]2(CC1)C)C (3-chlorocholest-5,24-diene). Reaction SMILES: O[C@@H:2]1[CH2:27][CH2:26][C@@:25]2([CH3:28])[C@H:4]([C@@H:5](O)[CH2:6][C@@H:7]3[C@@H:24]2[CH2:23][CH2:22][C@@:21]2([CH3:29])[C@H:8]3[CH2:9][CH2:10][C@@H:11]2[C@H:12]([CH3:20])[CH2:13][CH2:14][CH:15](O)[CH:16]([CH3:18])[CH3:17])[CH2:3]1.P(Cl)(Cl)([Cl:33])=O>N1C=CC=CC=1>[Cl:33][CH:2]1[CH2:27][CH2:26][C@@:25]2([CH3:28])[C:4](=[CH:5][CH2:6][C@@H:7]3[C@@H:24]2[CH2:23][CH2:22][C@@:21]2([CH3:29])[C@H:8]3[CH2:9][CH2:10][C@@H:11]2[C@H:12]([CH3:20])[CH2:13][CH2:14][CH:15]=[C:16]([CH3:18])[CH3:17])[CH2:3]1. Reported procedure: To the solution of 3α,6α,24-trihydroxy-5β-cholestan (1.5 g) in pyridine (20 ml) was added phosphorus oxychloride (3 ml). After completion of the reaction, the reaction mixture was poured into ice-water and extracted with diethyl ether. The ether layer was washed with an aqueous solution of hydrochloric acid and then with water, dried over magnesium sulfate and evaporated to dryness. The residue was chromatographed on silica gel to give 0.6 g of 3-chlorocholest-5,24-diene. The reactants are C(C1=CC=CC=C1)O[C@@H]1CNC[C@@H]([C@H]1O)CO ((3R,4R,5R)-3-Benzyloxy-5-hydroxymethyl4-piperidinol), C(C)(=O)OC(C)=O (acetic anhydride). Solvent: N1=CC=CC=C1 (pyridine). Run at time 20 hour. Yields the product C(C)(=O)OC1C(CN(CC1COC(C)=O)C(C)=O)O (4-acetoxy-5-acetoxymethyl-1-acetyl-3-piperidinol). The yield is 55.0%. Reaction SMILES: C([O:8][C@H:9]1[C@H:14]([OH:15])[C@@H:13]([CH2:16][OH:17])[CH2:12][NH:11][CH2:10]1)C1C=CC=CC=1.C(O[C:22](=[O:24])[CH3:23])(=O)C>N1C=CC=CC=1>[C:9]([O:15][CH:14]1[CH:13]([CH2:16][O:17][C:14](=[O:15])[CH3:13])[CH2:12][N:11]([C:22](=[O:24])[CH3:23])[CH2:10][CH:9]1[OH:8])(=[O:8])[CH3:10]. Procedure: (3R,4R,5R)-3-Benzyloxy-5-hydroxymethyl4-piperidinol (0.1 g, 0.4 mmol) was dissolved in pyridine (0.5 ml) at 0° C. by and acetic anhydride (0.5 ml) was added dropwise over 1 min. Stirring at room temperature for 20 h and evaporation to dryness gave a crude product which was purified on silica gel using ethanol as eluent (yield 55%). The purified 3-benzyloxy-3-acetoxy-5-acetoxymethyl-1-acetylpiperidine (75 mg) was debenzylated in methanol at room temperature using 10% Pd/C as catalyst. Filtration ...